This data is from the Open Reaction Database (ORD), a public repository of structured organic reaction records. The task is: describe an organic reaction: reactants, conditions, products, and yield Starting materials: FC(CS)(F)F (2,2,2-trifluoroethanethiol), [OH-].[Na+] (NaOH), solution, CC1(CC(C=2C(=C(SC2S(=O)(=O)C)C(=O)N2CCCC2)C1)=O)C (6,6-dimethyl-3-methanesulphonyl-1-(pyrrolidin-1-ylcarbonyl)-4,5,6,7-tetrahydrobenzo[c]thiophen-4-one). Solvent: CCO (EtOH). Conditions: time 3 hour. The product is CC1(CC(C=2C(=C(SC2SCC(F)(F)F)C(=O)N2CCCC2)C1)=O)C (6,6-Dimethyl-1-(pyrrolidin-1-ylcarbonyl)-3-(2,2,2-trifluoroethylthio)-4,5,6,7-tetrahydrobenzo[c]thiophen-4-one). As a reaction SMILES: [CH3:1][C:2]1([CH3:23])[CH2:21][C:6]2=[C:7]([C:14]([N:16]3[CH2:20][CH2:19][CH2:18][CH2:17]3)=[O:15])[S:8][C:9]([S:10]([CH3:13])(=O)=O)=[C:5]2[C:4](=[O:22])[CH2:3]1.[OH-].[Na+].[F:26][C:27]([F:31])([F:30])CS>CCO>[CH3:1][C:2]1([CH3:23])[CH2:21][C:6]2=[C:7]([C:14]([N:16]3[CH2:20][CH2:19][CH2:18][CH2:17]3)=[O:15])[S:8][C:9]([S:10][CH2:13][C:27]([F:31])([F:30])[F:26])=[C:5]2[C:4](=[O:22])[CH2:3]1 |f:1.2|. Procedure details: To a suspension of 6,6-dimethyl-3-methanesulphonyl-1-(pyrrolidin-1-ylcarbonyl)-4,5,6,7-tetrahydrobenzo[c]thiophen-4-one (400 mg, 1.1 mmol) in EtOH (15 mL) was added NaOH (0.7 mL of a 3 M solution, 2.3 mmol) followed by 2,2,2-trifluoroethanethiol (0.2 mL, 2.2 mmol). The mixture was stirred at room temperature for 3 h then evaporated. The residue was partitioned between EtOAc (20 mL) and NaOH (1M; 30 mL). The organic layer was separated, dried (Na2SO4) and evaporated. The residue was triturated wi... The reactants are N1C2(C(CCC1)=O)CC1=CC=CC=C1CC2 (3,4-dihydrospiro[naphthalene-2(1H),2'-piperidin]-one), CO (methanol), [BH4-].[Na+] (sodium borohydride). RXN SMILES: [NH:1]1[CH2:6][CH2:5][CH2:4][C:3](=O)[C:2]21[CH2:16][CH2:15][C:14]1[C:9](=[CH:10][CH:11]=[CH:12][CH:13]=1)[CH2:8]2.[BH4-].[Na+].C[OH:20]>O>[NH:1]1[CH2:6][CH2:5][CH2:4][CH2:3][C:2]21[CH2:16][CH2:15][C:14]1[C:9](=[CH:10][CH:11]=[CH:12][CH:13]=1)[CH:8]2[OH:20] |f:1.2|. The product is N1C2(CCCC1)C(C1=CC=CC=C1CC2)O (3,4-Dihydrospiro[naphthalene-2(1H),2'-piperidin]-1-ol). Run in O (water). Procedure: In 20 ml of methanol was dissolved 0.80 g of 3,4-dihydrospiro[naphthalene-2(1H),2'-piperidin]-one and following addition of 0.15 g of sodium borohydride in small portions, the mixture was stirred for 30 minutes. The reaction mixture was then diluted with water and extracted with methylene chloride. The methylene chloride layer was dried over anhydrous sodium sulfate and filtered and the solvent was distilled off. The solid group was recrystallized from methylene chloride-ether to provide 0.25 g ... Run at time 30 minute. The reactants are NC1=C(C(=O)O)C=C(C(=N1)C#N)[N+](=O)[O-] (2-amino-6-cyano-5-nitronicotinic Acid). Reagents/catalysts: [Pd] (Pd on charcoal). Solvent: C(C)(=O)OCC (ethyl acetate), C(C)O (ethanol). Reaction conditions: time 15 hour. Yields the product NC1=C(C(=O)O)C=C(C(=N1)C#N)N (2,5-diamino-6-cyanonicotinic Acid). The yield is 44.1%. Reaction SMILES: [NH2:1][C:2]1[N:10]=[C:9]([C:11]#[N:12])[C:8]([N+:13]([O-])=O)=[CH:7][C:3]=1[C:4]([OH:6])=[O:5]>C(OCC)(=O)C.C(O)C.[Pd]>[NH2:1][C:2]1[N:10]=[C:9]([C:11]#[N:12])[C:8]([NH2:13])=[CH:7][C:3]=1[C:4]([OH:6])=[O:5]. Procedure details: A mixture of the compound prepared in Example 239 (0.063 g) and 10% Pd on charcoal (0.0161 g) in ethyl acetate (2 mL) and ethanol (0.5 mL) was placed under hydrogen for 15 hours. The reaction mixture was filtered and concentrated to obtain the title compound (0.0238 g) having the following physical data. 1H NMR (d6-DMSO): δ 9.4-8.2 (br m, 3H), 7.78 (s, 1H), 5.40 (br s, 2H). The reactants are ClC(F)F (Chlorodifluoromethane), COC1=C(C=C(C=C1)C1CNC(NC1)=O)O (tetrahydro-5-(4-methoxy-3-hydroxyphenyl)-2(1H)-pyrimidinone), [OH-].[Na+] (NaOH). The solvent is O (H2O), O1CCOCC1 (1,4-dioxane). Run at temperature 60 celsius, time 1 hour. Product: COC1=C(C=C(C=C1)C1CNC(NC1)=O)OC(F)F (Tetrahydro-5-[4-methoxy-3-(difluoro-methoxy)phenyl]-2(1H)-pyrimidinone). As a reaction SMILES: Cl[CH:2]([F:4])[F:3].[CH3:5][O:6][C:7]1[CH:12]=[CH:11][C:10]([CH:13]2[CH2:18][NH:17][C:16](=[O:19])[NH:15][CH2:14]2)=[CH:9][C:8]=1[OH:20].[OH-].[Na+]>O.O1CCOCC1>[CH3:5][O:6][C:7]1[CH:12]=[CH:11][C:10]([CH:13]2[CH2:14][NH:15][C:16](=[O:19])[NH:17][CH2:18]2)=[CH:9][C:8]=1[O:20][CH:2]([F:4])[F:3] |f:2.3|. Procedure details: Chlorodifluoromethane was bubbled into a solution of (102 mg, 0.459 mmol, 1.0 eq) of tetrahydro-5-(4-methoxy-3-hydroxyphenyl)-2(1H)-pyrimidinone and 64 mg (1.61 mmol, 3.5 eq) of NaOH in 3 ml of H2O and 3 ml of 1,4-dioxane. After 1 hour at room temperature, the reaction mixture was heated to 60° C. for 1.5 hours. Chlorodifluoromethane was bubbled in continuously. The reaction mixture was cooled to room temperature, poured into 150 ml of H2O and 75 ml of ethyl acetate, extracted twice with ethyl a... The reactants are O=C([O-])[O-], Cc1ccc(S(=O)(=O)OCC2Cc3cc(F)cc(Br)c3O2)cc1, [K+], [K+], OB(O)c1ccccc1. Product: Cc1ccc(S(=O)(=O)OCC2Cc3cc(F)cc(-c4ccccc4)c3O2)cc1. RXN SMILES: [C:33](=[O:34])([O-:35])[O-:36].[CH3:1][c:2]1[cH:3][cH:4][c:5]([S:8](=[O:9])(=[O:10])[O:11][CH2:12][CH:13]2[O:14][c:15]3[c:16]([cH:18][c:19]([F:23])[cH:20][c:21]3[Br:22])[CH2:17]2)[cH:6][cH:7]1.[K+:37].[K+:38].[c:24]1([B:30]([OH:31])[OH:32])[cH:25][cH:26][cH:27][cH:28][cH:29]1>>[CH3:1][c:2]1[cH:3][cH:4][c:5]([S:8](=[O:9])(=[O:10])[O:11][CH2:12][CH:13]2[O:14][c:15]3[c:16]([cH:18][c:19]([F:23])[cH:20][c:21]3-[c:24]3[cH:25][cH:26][cH:27][cH:28][cH:29]3)[CH2:17]2)[cH:6][cH:7]1. Starting materials: [BH4-], CCO, O=Cc1cccc(OCC(=O)O)c1, [Na+]. Product: O=C(O)COc1cccc(CO)c1. Reaction SMILES: [BH4-:14].[CH3:16][CH2:17][OH:18].[CH:1](=[O:2])[c:3]1[cH:4][c:5]([O:6][CH2:7][C:8](=[O:9])[OH:10])[cH:11][cH:12][cH:13]1.[Na+:15]>>[CH2:1]([OH:2])[c:3]1[cH:4][c:5]([O:6][CH2:7][C:8](=[O:9])[OH:10])[cH:11][cH:12][cH:13]1. Reaction SMILES: [CH:1]1[C:13]2[CH:12]([CH2:14][O:15][C:16]([NH:18][C@H:19]([C:23]([N:25]([CH3:49])[C@@H:26]([C@@H:45]([CH3:48])[CH2:46][CH3:47])[C@H:27]([O:43][CH3:44])[CH2:28][C:29](OC3C(F)=C(F)C(F)=C(F)C=3F)=[O:30])=[O:24])[CH:20]([CH3:22])[CH3:21])=[O:17])[C:11]3[C:6](=[CH:7][CH:8]=[CH:9][CH:10]=3)[C:5]=2[CH:4]=[CH:3][CH:2]=1.Cl.[CH:51]1([CH2:58][CH2:59][NH:60][C:61](=[O:72])[C@H:62]([CH3:71])[C@@H:63]([O:69][CH3:70])[C@@H:64]2[CH2:68][CH2:67][CH2:66][NH:65]2)[CH:57]=[CH:56][CH:55]=[CH:54][CH:53]=[CH:52]1.C(N(CC)C(C)C)(C)C>ClCCl>[CH:51]1([CH2:58][CH2:59][NH:60][C:61](=[O:72])[C@H:62]([CH3:71])[C@H:63]([C@@H:64]2[CH2:68][CH2:67][CH2:66][N:65]2[C:29](=[O:30])[CH2:28][C@@H:27]([O:43][CH3:44])[C@@H:26]([N:25]([CH3:49])[C:23](=[O:24])[C@H:19]([CH:20]([CH3:22])[CH3:21])[NH:18][C:16]([O:15][CH2:14][CH:12]2[C:13]3[CH:1]=[CH:2][CH:3]=[CH:4][C:5]=3[C:6]3[C:11]2=[CH:10][CH:9]=[CH:8][CH:7]=3)=[O:17])[C@@H:45]([CH3:48])[CH2:46][CH3:47])[O:69][CH3:70])[CH:52]=[CH:53][CH:54]=[CH:55][CH:56]=[CH:57]1 |f:1.2|. Isolated yield 67.7%. Run at time 18 hour. The reactants are C1=CC=CC=2C3=CC=CC=C3C(C12)COC(=O)N[C@@H](C(C)C)C(=O)N([C@H]([C@@H](CC(=O)OC1=C(C(=C(C(=C1F)F)F)F)F)OC)[C@H](CC)C)C (pentafluorophenyl (3R,4S,5S)-4-[{N-[(9H-fluoren-9-ylmethoxy)carbonyl]-L-valyl}(methyl)amino]-3-methoxy-5-methylheptanoate), Cl.C1(C=CC=CC=C1)CCNC([C@@H]([C@H]([C@H]1NCCC1)OC)C)=O ((2R,3R)—N-[2-(cyclohepta-2,4,6-trien-1-yl)ethyl]-3-methoxy-2-methyl-3-[(2S)-pyrrolidin-2-yl]propanamide, hydrochloride salt), C(C)(C)N(C(C)C)CC (N,N-diisopropylethylamine). Procedure: To a solution of #174 (706 mg, 1.02 mmol, 1 eq.) and #64 (311 mg, 1.02 mmol, 1 eq.) in dichloromethane (3 mL) was added N,N-diisopropylethylamine (400 mg, 3.07 mmol, 3 eq.). After 18 hours of stirring at room temperature, the reaction was concentrated in vacuo and purified by silica gel chromatography (Gradient: 0 to 100% ethyl acetate in heptane) to afford #175 (560 mg, 68%) as a white solid. LC-MS (Protocol Q1): m/z 611.8 [M+H+], retention time=1.15 minutes. Yields the product C1(C=CC=CC=C1)CCNC([C@@H]([C@@H](OC)[C@H]1N(CCC1)C(C[C@H]([C@H]([C@H](CC)C)N(C([C@@H](NC(=O)OCC1C2=CC=CC=C2C=2C=CC=CC12)C(C)C)=O)C)OC)=O)C)=O (N-[(3R,4S,5S)-1-{(2S)-2-[(1R,2R)-3-{[2-(cyclohepta-2,4,6-trien-1-yl)ethyl]amino}-1-methoxy-2-methyl-3-oxopropyl]pyrrolidin-1-yl}-3-methoxy-5-methyl-1-oxoheptan-4-yl]-N˜2˜-[(9H-fluoren-9-ylmethoxy)carbonyl]-N-methyl-L-valinamide). The solvent is ClCCl (dichloromethane). The reactants are Cc1ccccc1, CNCCNC, N#CBr. Yields the product Br, CN1CCN(C)C1=N. Reaction SMILES: [CH3:10][c:11]1[cH:12][cH:13][cH:14][cH:15][cH:16]1.[CH3:4][NH:5][CH2:6][CH2:7][NH:8][CH3:9].[N:1]#[C:2][Br:3]>>[BrH:3].[NH:1]=[C:2]1[N:5]([CH3:4])[CH2:6][CH2:7][N:8]1[CH3:9]. Starting materials: C1CCOC1, CC(CC(C)(C)C)Oc1cccc2ccc(NC(=O)C(C)(C)C)nc12, [Li]CCCC, CI. Product: Cc1cc2cccc(OC(C)CC(C)(C)C)c2nc1NC(=O)C(C)(C)C. RXN SMILES: [CH2:33]1[O:34][CH2:35][CH2:36][CH2:37]1.[CH3:1][C:2]([C:3](=[O:4])[NH:5][c:6]1[n:7][c:8]2[c:9]([O:16][CH:17]([CH2:18][C:19]([CH3:20])([CH3:21])[CH3:22])[CH3:23])[cH:10][cH:11][cH:12][c:13]2[cH:14][cH:15]1)([CH3:24])[CH3:25].[CH3:26][CH2:27][CH2:28][CH2:29][Li:30].[I:31][CH3:32]>>[CH3:1][C:2]([C:3](=[O:4])[NH:5][c:6]1[n:7][c:8]2[c:9]([O:16][CH:17]([CH2:18][C:19]([CH3:20])([CH3:21])[CH3:22])[CH3:23])[cH:10][cH:11][cH:12][c:13]2[cH:14][c:15]1[CH3:26])([CH3:24])[CH3:25]. Procedure: A solution of 7-amino-6-nitro-3H-quinazolin-4-one (5.90 g, 28.6 mmol) [Leonard, N. J.; Morrice, A. G.; Sprecker, M. A.; J. Org. Chem., 1975, 40, 356-363] in a mixture of glacial acetic acid (300 mL) and acetic anhydride (100 mL) is heated under reflux for 6 h, and water (100 mL) is added. The solution is then concentrated to a small volume to give 7-acetamido-6-nitro-3H-quinazolin-4-one (5.37 g, 76%). 1H NMR (DMSO) δ10.51 (1H, brs), 8.57 (1H, s), 8.24 (1H, s), 7.97 (1H, s), 2.15 (3H, s). Run in O (water). Yield: 76.0%. RXN SMILES: [NH2:1][C:2]1[CH:11]=[C:10]2[C:5]([C:6](=[O:12])[NH:7][CH:8]=[N:9]2)=[CH:4][C:3]=1[N+:13]([O-:15])=[O:14].[C:16](O)(=[O:18])[CH3:17].C(OC(=O)C)(=O)C>O>[C:16]([NH:1][C:2]1[CH:11]=[C:10]2[C:5]([C:6](=[O:12])[NH:7][CH:8]=[N:9]2)=[CH:4][C:3]=1[N+:13]([O-:15])=[O:14])(=[O:18])[CH3:17]. The reactants are NC1=C(C=C2C(NC=NC2=C1)=O)[N+](=O)[O-] (7-amino-6-nitro-3H-quinazolin-4-one), C(C)(=O)O (acetic acid), C(C)(=O)OC(C)=O (acetic anhydride). The product is C(C)(=O)NC1=C(C=C2C(NC=NC2=C1)=O)[N+](=O)[O-] (7-acetamido-6-nitro-3H-quinazolin-4-one).